From a dataset of the Open Reaction Database (ORD), a public repository of structured organic reaction records. describe an organic reaction: reactants, conditions, products, and yield Starting materials: BrCC1=CC=C(C=C1)S(=O)(=O)C (1-Bromomethyl-4-methanesulfonyl-benzene), N1C=C(C2=CC=CC=C12)C(=O)OC (methyl indole 3-carboxylate), NC=1SC=CN1 (2-aminothiazole), N1C=CC2=CC=CC=C12 (Indole). As a reaction SMILES: Br[CH2:2][C:3]1[CH:8]=[CH:7][C:6]([S:9]([CH3:12])(=[O:11])=[O:10])=[CH:5][CH:4]=1.[NH2:13][C:14]1[S:15][CH:16]=[CH:17][N:18]=1.N1C2C(=CC=CC=2)C=C1.[NH:28]1[C:36]2[C:31](=[CH:32][CH:33]=[CH:34][CH:35]=2)[C:30]([C:37](OC)=[O:38])=[CH:29]1>>[S:15]1[CH:16]=[CH:17][N:18]=[C:14]1[NH:13][C:37]([C:30]1[C:31]2[C:36](=[CH:35][CH:34]=[CH:33][CH:32]=2)[N:28]([CH2:2][C:3]2[CH:8]=[CH:7][C:6]([S:9]([CH3:12])(=[O:11])=[O:10])=[CH:5][CH:4]=2)[CH:29]=1)=[O:38]. The product is S1C(=NC=C1)NC(=O)C1=CN(C2=CC=CC=C12)CC1=CC=C(C=C1)S(=O)(=O)C (1-(4-Methanesulfonyl-benzyl)-1H-indole-3-carboxylic acid thiazol-2-ylamide). Procedure details: R5X=1-Bromomethyl-4-methanesulfonyl-benzene, NH2A=2-aminothiazole; Indole starting material=methyl indole 3-carboxylate Starting materials: CC=1C=C2C(=CC1C)N(C3=NC(=O)NC(=O)C3=N2)C[C@@H]([C@@H]([C@@H](CO)O)O)O (e101), C(C)(=O)O (acetic acid), FC1=NC=CC=C1C1=CCN(CC1)C(C)=O (1-(4-(2-fluoropyridin-3-yl)-5,6-dihydropyridin-1(2H)-yl)ethanone). The reagents and catalysts are [OH-].[Pd+2].[OH-] (palladium hydroxide). Solvent: C1CCOC1 (THF). Conditions: time 5 hour. Yields the product FC1=NC=CC=C1C1CCN(CC1)C(C)=O (1-(4-(2-fluoropyridin-3-yl)piperidin-1-yl)ethanone). Reaction SMILES: [F:1][C:2]1[C:7]([C:8]2[CH2:13][CH2:12][N:11]([C:14](=[O:16])[CH3:15])[CH2:10][CH:9]=2)=[CH:6][CH:5]=[CH:4][N:3]=1.CC1C=C2N=C3C(=NC(NC3=O)=O)N(C[C@H](O)[C@H](O)[C@H](O)CO)C2=CC=1C.C(O)(=O)C>C1COCC1.[OH-].[Pd+2].[OH-]>[F:1][C:2]1[C:7]([CH:8]2[CH2:9][CH2:10][N:11]([C:14](=[O:16])[CH3:15])[CH2:12][CH2:13]2)=[CH:6][CH:5]=[CH:4][N:3]=1 |f:4.5.6|. Procedure: 1-(4-(2-fluoropyridin-3-yl)-5,6-dihydropyridin-1(2H)-yl)ethanone (0.14 g, 0.65 mmol), palladium hydroxide, 20 wt % pd (dry basis) on carbon, wet, degussa type e101 ne/w (91 mg, 0.13 mmol) and acetic acid, glacial (19 uL, 0.32 mmol) were suspended in THF (13 mL) in a pressure tube. The reaction mixture was hydrogenated at 50 psi for 5 h then filtered through a pad of celite and washed with THF. The filtrate was concentrated to give 1-(4-(2-fluoropyridin-3-yl)piperidin-1-yl)ethanone as clear oil. The reactants are BrC1=C(OC=C1)C(C(C(C)=O)=NNC1=C(C=C(C=C1)N1N=CC=C1)F)=O (1-(3-bromofuran-2-yl)-2-{[2-fluoro-4-(1H-pyrazol-1-yl)phenyl]hydrazono}butane-1,3-dione), C([O-])([O-])=O.[K+].[K+] (potassium carbonate), O (water). Solvent: CN(C)C=O (DMF). Conditions: temperature 90 celsius, time 4 hour. Yields the product C(C)(=O)C=1C(C2=C(N(N1)C1=C(C=C(C=C1)N1N=CC=C1)F)C=CO2)=O (3-acetyl-1-[2-fluoro-4-(1H-pyrazol-1-yl)phenyl]furo[3,2-c]pyridazin-4(1H)-one). Yield: 59.9%. As a reaction SMILES: Br[C:2]1[CH:6]=[CH:5][O:4][C:3]=1[C:7](=[O:26])[C:8](=[N:12][NH:13][C:14]1[CH:19]=[CH:18][C:17]([N:20]2[CH:24]=[CH:23][CH:22]=[N:21]2)=[CH:16][C:15]=1[F:25])[C:9](=[O:11])[CH3:10].C(=O)([O-])[O-].[K+].[K+].O>CN(C=O)C>[C:9]([C:8]1[C:7](=[O:26])[C:3]2[O:4][CH:5]=[CH:6][C:2]=2[N:13]([C:14]2[CH:19]=[CH:18][C:17]([N:20]3[CH:24]=[CH:23][CH:22]=[N:21]3)=[CH:16][C:15]=2[F:25])[N:12]=1)(=[O:11])[CH3:10] |f:1.2.3|. Procedure: A suspension of 1-(3-bromofuran-2-yl)-2-{[2-fluoro-4-(1H-pyrazol-1-yl)phenyl]hydrazono}butane-1,3-dione (5.3 g) and potassium carbonate (3.5 g) in DMF (40 mL) was stirred at 90° C. for 4 hr. The reaction mixture was poured into water, and the mixture was extracted with ethyl acetate. The extract was washed with water and saturated brine, dried over anhydrous magnesium sulfate, and concentrated under reduced pressure. The residue was suspended in diisopropylether, and the precipitate was collecte... The reactants are C(C)(C)(C)OC(NC1(CCC1)C1=CC=C(C=C1)C(C(=CN(C)C)C1=CC=CC=C1)=O)=O (tert-butyl(1-(4-(3-(dimethylamino)-2-phenylacryloyl)phenyl)cyclobutyl)carbamate), NC1=CC(CCC1)=O (3-amino-2-cyclohexene-1-one). Run in C(C)(=O)O (acetic acid). Conditions: temperature 100 celsius. Yields the product C(C)(C)(C)OC(NC1(CCC1)C1=CC=C(C=C1)C1=NC=2CCCC(C2C=C1C1=CC=CC=C1)=O)=O (tert-butyl(1-(4-(5-oxo-3-phenyl-5,6,7,8-tetrahydroquinolin-2-yl)phenyl)cyclobutyl)carbamate). Yield: 37.1%. As a reaction SMILES: [C:1]([O:5][C:6](=[O:31])[NH:7][C:8]1([C:12]2[CH:17]=[CH:16][C:15]([C:18](=O)[C:19]([C:24]3[CH:29]=[CH:28][CH:27]=[CH:26][CH:25]=3)=[CH:20]N(C)C)=[CH:14][CH:13]=2)[CH2:11][CH2:10][CH2:9]1)([CH3:4])([CH3:3])[CH3:2].[NH2:32][C:33]1[CH2:38][CH2:37][CH2:36][C:35](=[O:39])[CH:34]=1>C(O)(=O)C>[C:1]([O:5][C:6](=[O:31])[NH:7][C:8]1([C:12]2[CH:13]=[CH:14][C:15]([C:18]3[C:19]([C:24]4[CH:29]=[CH:28][CH:27]=[CH:26][CH:25]=4)=[CH:20][C:34]4[C:35](=[O:39])[CH2:36][CH2:37][CH2:38][C:33]=4[N:32]=3)=[CH:16][CH:17]=2)[CH2:9][CH2:10][CH2:11]1)([CH3:4])([CH3:2])[CH3:3]. Reported procedure: To acetic acid (120 mL) was added molecular sieves (5 Å, 1.50 g), tert-butyl(1-(4-(3-(dimethylamino)-2-phenylacryloyl)phenyl)cyclobutyl)carbamate (8.00 g, 19.0 mmol) and 3-amino-2-cyclohexene-1-one (3.20 g, 28.8 mmol). The reaction mixture was heated to 100° C. under a nitrogen atmosphere for 2 hours. The mixture was allowed to cool to room temperature and concentrated under reduced pressure. The residue was partitioned between water (160 mL) and dichloromethane (160 mL) and decanted from the mo... Reactants: O=[N+]([O-])c1ccc(F)c(CBr)c1, Cc1ccccc1, c1ccc(P(c2ccccc2)c2ccccc2)cc1. The product is [Br-], O=[N+]([O-])c1ccc(F)c(C[P+](c2ccccc2)(c2ccccc2)c2ccccc2)c1. Reaction SMILES: [Br:1][CH2:2][c:3]1[c:4]([F:12])[cH:5][cH:6][c:7]([N+:9](=[O:10])[O-:11])[cH:8]1.[CH3:32][c:33]1[cH:34][cH:35][cH:36][cH:37][cH:38]1.[c:13]1([P:19]([c:20]2[cH:21][cH:22][cH:23][cH:24][cH:25]2)[c:26]2[cH:27][cH:28][cH:29][cH:30][cH:31]2)[cH:14][cH:15][cH:16][cH:17][cH:18]1>>[Br-:1].[CH2:2]([c:3]1[c:4]([F:12])[cH:5][cH:6][c:7]([N+:9](=[O:10])[O-:11])[cH:8]1)[P+:19]([c:13]1[cH:14][cH:15][cH:16][cH:17][cH:18]1)([c:20]1[cH:21][cH:22][cH:23][cH:24][cH:25]1)[c:26]1[cH:27][cH:28][cH:29][cH:30][cH:31]1. The reactants are C(CCCCC)[Li] (n-hexyllithium), ClC1=NC=2N(C(=C1C1=C(C=C(C=C1F)F)F)Cl)N=CC2 (5,7-dichloro-6-(2,4,6-trifluoro-phenyl)-pyrazolo[1,5-α]pyrimidine). Reagents/catalysts: [Cu](I)I (Copper iodide). The solvent is C1CCOC1 (THF), C1CCOC1 (THF). Reaction conditions: temperature -70 celsius, time 45 minute. The product is ClC1=NC=2N(C(=C1C1=C(C=C(C=C1F)F)F)CCCCCC)N=CC2 (5-chloro-7-n-hexyl-6-(2,4,6-trifluorophenyl)-pyrazolo[1,5-α]pyrimidine). Reaction SMILES: [CH2:1]([Li])[CH2:2][CH2:3][CH2:4][CH2:5][CH3:6].[Cl:8][C:9]1[C:14]([C:15]2[C:20]([F:21])=[CH:19][C:18]([F:22])=[CH:17][C:16]=2[F:23])=[C:13](Cl)[N:12]2[N:25]=[CH:26][CH:27]=[C:11]2[N:10]=1>C1COCC1.[Cu](I)I>[Cl:8][C:9]1[C:14]([C:15]2[C:20]([F:21])=[CH:19][C:18]([F:22])=[CH:17][C:16]=2[F:23])=[C:13]([CH2:1][CH2:2][CH2:3][CH2:4][CH2:5][CH3:6])[N:12]2[N:25]=[CH:26][CH:27]=[C:11]2[N:10]=1. Procedure details: Copper iodide (5 mmol) was suspended in THF (25 ml) under an inert gas atmosphere. The suspension was cooled to −70° C. and n-hexyllithium (5 ml,2M in hexanes) was added by syringe. The mixture was stirred for 45 minutes and 5,7-dichloro-6-(2,4,6-trifluorophenyl)-pyrazolo[1,5-α]pyrimidine (5 mmol, obtained from Example 3) was added as a solution in THF (10 min). The reaction mixture was stirred for 15 minutes at −70° C. The reaction mixture was then quenched with a mixture of aqueous saturated a...